This data is from the Open Reaction Database (ORD), a public repository of structured organic reaction records. The task is: describe an organic reaction: reactants, conditions, products, and yield Procedure details: 7-Amino desacetoxy cephalosporanic acid (7-ADCA) and 7-aminocephalosporonic acid (7-ACA) are known to be the most important intermediates for the production of antibiotics used in the pharmaceutical industry. 7-ADCA is for example obtained by chemical or enzymatic cleavage (deacylation) of phenylacetyldesacetoxy cephalosporanic acid yielding 7-amino desacetoxy cephalosporanic acid and phenyl acetic acid. As a reaction SMILES: CC1CS[C@@H]2[C@H](N)C(=O)N2C=1C(O)=O.[CH3:15][C:16]([O:18][CH2:19][C:20]1[CH2:29][S:28][C@@H:23]2[C@H:24](N)[C:25](=[O:26])[N:22]2[C:21]=1[C:30]([OH:32])=[O:31])=[O:17]>>[CH3:15][C:16]([O:18][CH2:19][C:20]1[CH2:29][S:28][C@@H:23]2[CH2:24][C:25](=[O:26])[N:22]2[C:21]=1[C:30]([OH:32])=[O:31])=[O:17]. Starting materials: CC1=C(N2[C@@H]([C@@H](C2=O)N)SC1)C(=O)O (7-Amino desacetoxy cephalosporanic acid), CC(=O)OCC1=C(N2[C@@H]([C@@H](C2=O)N)SC1)C(=O)O (7-ACA), CC1=C(N2[C@@H]([C@@H](C2=O)N)SC1)C(=O)O (7-ADCA). The product is CC(=O)OCC1=C(N2[C@@H](CC2=O)SC1)C(=O)O (cephalosporanic acid).